From a dataset of the Open Reaction Database (ORD), a public repository of structured organic reaction records. describe an organic reaction: reactants, conditions, products, and yield Starting materials: IC1=CC(=NC=N1)NC1=CC=C2C=CC=NC2=C1 ((6-iodo-pyrimidin-4-yl)-quinolin-7-yl-amine), C(C)(C)(C)OC(=O)N1CCC(=CC1)B1OC(C(O1)(C)C)(C)C (4-(4,4,5,5-tetramethyl-[1,3,2]dioxaborolan-2-yl)-3,6-dihydro-2H-pyridine-1-carboxylic acid tert-butyl ester). Product: C(C)(C)(C)OC(=O)N1CCC(=CC1)C1=NC=NC(=C1)NC1=CC=C2C=CC=NC2=C1 (4-[6-(Quinolin-7-ylamino)-pyrimidin-4-yl]-3,6-dihydro-2H-pyridine-1-carboxylic acid tert-butyl ester). RXN SMILES: I[C:2]1[N:7]=[CH:6][N:5]=[C:4]([NH:8][C:9]2[CH:18]=[C:17]3[C:12]([CH:13]=[CH:14][CH:15]=[N:16]3)=[CH:11][CH:10]=2)[CH:3]=1.[C:19]([O:23][C:24]([N:26]1[CH2:31][CH:30]=[C:29](B2OC(C)(C)C(C)(C)O2)[CH2:28][CH2:27]1)=[O:25])([CH3:22])([CH3:21])[CH3:20]>>[C:19]([O:23][C:24]([N:26]1[CH2:27][CH:28]=[C:29]([C:2]2[CH:3]=[C:4]([NH:8][C:9]3[CH:18]=[C:17]4[C:12]([CH:13]=[CH:14][CH:15]=[N:16]4)=[CH:11][CH:10]=3)[N:5]=[CH:6][N:7]=2)[CH2:30][CH2:31]1)=[O:25])([CH3:22])([CH3:20])[CH3:21]. Reported procedure: This compound could be prepared from (6-iodo-pyrimidin-4-yl)-quinolin-7-yl-amine and 4-(4,4,5,5-tetramethyl-[1,3,2]dioxaborolan-2-yl)-3,6-dihydro-2H-pyridine-1-carboxylic acid tert-butyl ester via Suzuki coupling reaction. Reactants: COc1cc(C=O)c(Br)c(OC)c1OC, O=Cc1cc([N+](=O)[O-])ccc1Cl, [Cu], CN(C)C=O. Product: COc1cc(C=O)c(-c2ccc([N+](=O)[O-])cc2C=O)c(OC)c1OC. RXN SMILES: [Br:1][c:2]1[c:3]([CH:4]=[O:5])[cH:6][c:7]([O:14][CH3:15])[c:8]([O:12][CH3:13])[c:9]1[O:10][CH3:11].[Cl:16][c:17]1[c:18]([CH:19]=[O:20])[cH:21][c:22]([N+:25](=[O:26])[O-:27])[cH:23][cH:24]1.[Cu:33].[O:28]=[CH:29][N:30]([CH3:31])[CH3:32]>>[c:2]1(-[c:17]2[c:18]([CH:19]=[O:20])[cH:21][c:22]([N+:25](=[O:26])[O-:27])[cH:23][cH:24]2)[c:3]([CH:4]=[O:5])[cH:6][c:7]([O:14][CH3:15])[c:8]([O:12][CH3:13])[c:9]1[O:10][CH3:11]. The reactants are FC(OC1=CC=C(C=C1)C=1NC(C2=CC=CC=C2C1)=O)(F)F (3-(4-trifluoromethoxyphenyl)isoquinolin-1-one), P(=O)(Cl)(Cl)Cl (phosphorus oxychloride). Product: ClC1=NC(=CC2=CC=CC=C12)C1=CC=C(C=C1)OC(F)(F)F (1-chloro-3-(4-trifluoromethoxyphenyl)isoquinoline). RXN SMILES: [F:1][C:2]([F:22])([F:21])[O:3][C:4]1[CH:9]=[CH:8][C:7]([C:10]2[NH:11][C:12](=O)[C:13]3[C:18]([CH:19]=2)=[CH:17][CH:16]=[CH:15][CH:14]=3)=[CH:6][CH:5]=1.P(Cl)(Cl)([Cl:25])=O>>[Cl:25][C:12]1[C:13]2[C:18](=[CH:17][CH:16]=[CH:15][CH:14]=2)[CH:19]=[C:10]([C:7]2[CH:8]=[CH:9][C:4]([O:3][C:2]([F:22])([F:21])[F:1])=[CH:5][CH:6]=2)[N:11]=1. Procedure: The resulting 3-(4-trifluoromethoxyphenyl)isoquinolin-1-one (3.01 g) was reacted with phosphorus oxychloride (20 ml) according to the method of Example 10-2, to give 1-chloro-3-(4-trifluoromethoxyphenyl)isoquinoline, which was then reacted as it was with N-ethylpiperazine (40 ml) at 90° C. overnight. The reaction solution was evaporated, and to the resulting residue were added ethyl acetate and purified water. The ethyl acetate layer was washed with water and brine, and dried over magnesium sulf...